Dataset: the Open Reaction Database (ORD), a public repository of structured organic reaction records. Task: describe an organic reaction: reactants, conditions, products, and yield Starting materials: Fc1cccc(C#CCBr)c1, Cn1c(=O)c2c(nc(-c3cn[nH]c3)n2COCC[Si](C)(C)C)n(C)c1=O, CC(C)=O, [K+], [K+], O=C([O-])[O-]. Yields the product Cn1c(=O)c2c(nc(-c3cnn(CC#Cc4cccc(F)c4)c3)n2COCC[Si](C)(C)C)n(C)c1=O. Reaction SMILES: [Br:27][CH2:28][C:29]#[C:30][c:31]1[cH:32][c:33]([F:37])[cH:34][cH:35][cH:36]1.[CH3:1][n:2]1[c:3](=[O:26])[n:4]([CH3:25])[c:5]2[n:6][c:7](-[c:20]3[cH:21][n:22][nH:23][cH:24]3)[n:8]([CH2:12][O:13][CH2:14][CH2:15][Si:16]([CH3:17])([CH3:18])[CH3:19])[c:9]2[c:10]1=[O:11].[CH3:44][C:45](=[O:46])[CH3:47].[K+:38].[K+:39].[O-:40][C:41]([O-:42])=[O:43]>>[CH3:1][n:2]1[c:3](=[O:26])[n:4]([CH3:25])[c:5]2[n:6][c:7](-[c:20]3[cH:21][n:22][n:23]([CH2:28][C:29]#[C:30][c:31]4[cH:32][c:33]([F:37])[cH:34][cH:35][cH:36]4)[cH:24]3)[n:8]([CH2:12][O:13][CH2:14][CH2:15][Si:16]([CH3:17])([CH3:18])[CH3:19])[c:9]2[c:10]1=[O:11]. Reactants: [BH3-]C#N, C[NH3+], CO, [Cl-], Cc1c(C=O)cc(-c2ccc(F)cc2)n1S(=O)(=O)c1ccccc1, [Na+]. As a reaction SMILES: [C:28](#[N:29])[BH3-:30].[CH3:26][NH3+:27].[CH3:32][OH:33].[Cl-:25].[F:1][c:2]1[cH:3][cH:4][c:5](-[c:8]2[cH:9][c:10]([CH:23]=[O:24])[c:11]([CH3:22])[n:12]2[S:13](=[O:14])(=[O:15])[c:16]2[cH:17][cH:18][cH:19][cH:20][cH:21]2)[cH:6][cH:7]1.[Na+:31]>>[ClH:25].[F:1][c:2]1[cH:3][cH:4][c:5](-[c:8]2[cH:9][c:10]([CH2:23][NH:29][CH3:28])[c:11]([CH3:22])[n:12]2[S:13](=[O:14])(=[O:15])[c:16]2[cH:17][cH:18][cH:19][cH:20][cH:21]2)[cH:6][cH:7]1. The product is Cl, CNCc1cc(-c2ccc(F)cc2)n(S(=O)(=O)c2ccccc2)c1C. Reactants: [Al+3], CCc1nn(-c2cccc(OC)c2)cc1C(=O)OC, [H-], [H-], [H-], [H-], [Li+], C1CCOC1. The product is CCc1nn(-c2cccc(OC)c2)cc1CO. As a reaction SMILES: [Al+3:21].[CH2:1]([CH3:2])[c:3]1[n:4][n:5](-[c:12]2[cH:13][c:14]([O:18][CH3:19])[cH:15][cH:16][cH:17]2)[cH:6][c:7]1[C:8](=[O:9])[O:10][CH3:11].[H-:20].[H-:23].[H-:24].[H-:25].[Li+:22].[O:26]1[CH2:27][CH2:28][CH2:29][CH2:30]1>>[CH2:1]([CH3:2])[c:3]1[n:4][n:5](-[c:12]2[cH:13][c:14]([O:18][CH3:19])[cH:15][cH:16][cH:17]2)[cH:6][c:7]1[CH2:8][OH:9]. Reactants: CO, COC(=O)C(N)Cc1c[nH]c2c(C)cccc12. Yields the product COC(=O)C1Cc2c([nH]c3c(C)cccc23)CN1. RXN SMILES: [CH3:18][OH:19].[CH3:1][O:2][C:3]([CH:4]([NH2:5])[CH2:6][c:7]1[cH:8][nH:9][c:10]2[c:11]([CH3:16])[cH:12][cH:13][cH:14][c:15]12)=[O:17]>>[CH3:1][O:2][C:3]([CH:4]1[NH:5][CH2:18][c:8]2[c:7]([c:15]3[c:10]([nH:9]2)[c:11]([CH3:16])[cH:12][cH:13][cH:14]3)[CH2:6]1)=[O:17]. The reactants are C([O-])([O-])=O.[Na+].[Na+] (sodium carbonate), C(C)C1=NC=2C(=NC(=CC2C)C)N1CC=1C=C2C(=CC(=NC2=CC1)C1=C(C=CC=C1)C(=O)O)C(=O)O (6-(2-ethyl-5,7-dimethyl-3H-imidazo[4,5-b]pyridin-3-yl)methyl-2-(2-carboxyphenyl)-4-quinolinecarboxylic acid), O (water), S(O)(O)(=O)=O (sulfuric acid). The solvent is N1=CC=CC2=CC=CC=C12 (quinoline). Reaction conditions: temperature 170 celsius. Product: C(C)C1=NC=2C(=NC(=CC2C)C)N1CC=1C=C2C=CC(=NC2=CC1)C1=C(C(=O)O)C=CC=C1 (2-{6-[(2-ethyl-5,7-dimethyl-3H-imidazo[4,5-b]pyridin-3-yl)methyl]quinolin-2-yl}benzoic acid). Isolated yield 73.4%. RXN SMILES: [CH2:1]([C:3]1[N:13]([CH2:14][C:15]2[CH:16]=[C:17]3[C:22](=[CH:23][CH:24]=2)[N:21]=[C:20]([C:25]2[CH:30]=[CH:29][CH:28]=[CH:27][C:26]=2[C:31]([OH:33])=[O:32])[CH:19]=[C:18]3C(O)=O)[C:6]2=[N:7][C:8]([CH3:12])=[CH:9][C:10]([CH3:11])=[C:5]2[N:4]=1)[CH3:2].S(=O)(=O)(O)O.O.C(=O)([O-])[O-].[Na+].[Na+]>N1C2C(=CC=CC=2)C=CC=1>[CH2:1]([C:3]1[N:13]([CH2:14][C:15]2[CH:16]=[C:17]3[C:22](=[CH:23][CH:24]=2)[N:21]=[C:20]([C:25]2[CH:30]=[CH:29][CH:28]=[CH:27][C:26]=2[C:31]([OH:33])=[O:32])[CH:19]=[CH:18]3)[C:6]2=[N:7][C:8]([CH3:12])=[CH:9][C:10]([CH3:11])=[C:5]2[N:4]=1)[CH3:2] |f:3.4.5|. Procedure details: Eighteen mg of the 6-(2-ethyl-5,7-dimethyl-3H-imidazo[4,5-b]pyridin-3-yl)methyl-2-(2-carboxyphenyl)-4-quinolinecarboxylic acid obtained in Example 17 were dissolved in 5 ml of quinoline. After adding 0.5 ml of conc. sulfuric acid, the mixture was heated at 170° C. for 1 hour. Then the reaction mixture was poured into water, made alkaline by adding sodium carbonate and washed with toluene. The aqueous layer was neutralized with 3M hydrochloric acid until a precipitate was formed. Then the precipi... Starting materials: CS(=O)C (dimethylsulfoxide), C(C1=CC=CC=C1)OC1=CC=C(C=C1)C1=CC2=C(N=CN=C2Cl)N1COCC[Si](C)(C)C (6-(4-benzyloxyphenyl)-4-chloro-7-(2-trimethylsilanylethoxymethyl)-7H-pyrrolo[2,3-d]pyrimidine), [H-].[Na+] (sodium hydride), NC1=C(C=C(C=C1)O)Cl (4-amino-3-chlorophenol). The solvent is O (water). Reaction conditions: time 10 minute. Yields the product C(C1=CC=CC=C1)OC1=CC=C(C=C1)C1=CC2=C(N=CN=C2OC2=CC(=C(C=C2)N)Cl)N1COCC[Si](C)(C)C (4-[6-(4-Benzyloxyphenyl)-7-(2-trimethylsilanylethoxymethyl)-7H-pyrrolo[2,3-d]pyrimidin-4-yloxy]-2-chlorophenylamine). Reaction SMILES: CS(C)=O.[CH2:5]([O:12][C:13]1[CH:18]=[CH:17][C:16]([C:19]2[N:28]([CH2:29][O:30][CH2:31][CH2:32][Si:33]([CH3:36])([CH3:35])[CH3:34])[C:22]3[N:23]=[CH:24][N:25]=[C:26](Cl)[C:21]=3[CH:20]=2)=[CH:15][CH:14]=1)[C:6]1[CH:11]=[CH:10][CH:9]=[CH:8][CH:7]=1.[H-].[Na+].[NH2:39][C:40]1[CH:45]=[CH:44][C:43]([OH:46])=[CH:42][C:41]=1[Cl:47]>O>[CH2:5]([O:12][C:13]1[CH:14]=[CH:15][C:16]([C:19]2[N:28]([CH2:29][O:30][CH2:31][CH2:32][Si:33]([CH3:35])([CH3:36])[CH3:34])[C:22]3[N:23]=[CH:24][N:25]=[C:26]([O:46][C:43]4[CH:44]=[CH:45][C:40]([NH2:39])=[C:41]([Cl:47])[CH:42]=4)[C:21]=3[CH:20]=2)=[CH:17][CH:18]=1)[C:6]1[CH:11]=[CH:10][CH:9]=[CH:8][CH:7]=1 |f:2.3|. Procedure details: After adding 12 ml of dimethylsulfoxide to the 6-(4-benzyloxyphenyl)-4-chloro-7-(2-trimethylsilanylethoxymethyl)-7H-pyrrolo[2,3-d]pyrimidine synthesized in Production Example 153-4, 141 mg (1.5 equivalents) of sodium hydride (60% dispersion, Aldrich) and 507 mg (1.5 equivalents) of 4-amino-3-chlorophenol were added while stirring, and stirring was then continued at room temperature for 10 minutes and then at 135-140° C. for 4 hours. The mixture was returned to room temperature, water was added, ... Reactants: CNC=1C=C(C=CC1)C1=CC=C(C=C1)C=C1C(NC(S1)=O)=O (5-(3′-methylaminobiphenyl-4-ylmethylene)thiazolidine-2,4,dione), C1(=CC=CC=C1)CC(=O)Cl (phenylacetyl chloride). Yields the product O=C1SC(C(N1)=O)=CC1=CC=C(C=C1)C1=CC(=CC=C1)N(C(CC1=CC=CC=C1)=O)C (N-[4′-(2,4-Dioxothiazolidin-5-ylidenemethyl)-biphenyl-3-yl]-N-methyl-2-phenylacetamide). RXN SMILES: [CH3:1][NH:2][C:3]1[CH:4]=[C:5]([C:9]2[CH:14]=[CH:13][C:12]([CH:15]=[C:16]3[S:20][C:19](=[O:21])[NH:18][C:17]3=[O:22])=[CH:11][CH:10]=2)[CH:6]=[CH:7][CH:8]=1.[C:23]1([CH2:29][C:30](Cl)=[O:31])[CH:28]=[CH:27][CH:26]=[CH:25][CH:24]=1>>[O:21]=[C:19]1[NH:18][C:17](=[O:22])[C:16](=[CH:15][C:12]2[CH:11]=[CH:10][C:9]([C:5]3[CH:6]=[CH:7][CH:8]=[C:3]([N:2]([CH3:1])[C:30](=[O:31])[CH2:29][C:23]4[CH:28]=[CH:27][CH:26]=[CH:25][CH:24]=4)[CH:4]=3)=[CH:14][CH:13]=2)[S:20]1. Reported procedure: In a manner similar to that of Example 37(e), by reacting 1 g (3.2 mmol) of 5-(3′-methylaminobiphenyl-4-ylmethylene)thiazolidine-2,4,dione with 470 μl (3.5 mmol) of phenylacetyl chloride, and after purification, 1.4 g (50%) of N-[4′-(2,4-dioxothiazolidin-5-ylidenemethyl)biphenyl-3-yl]-N-methyl-2-phenylacetamide are obtained.